This data is from the Open Reaction Database (ORD), a public repository of structured organic reaction records. The task is: describe an organic reaction: reactants, conditions, products, and yield Starting materials: CCO, [OH-], [OH-], CC(C)(C)OC(=O)N1CCC(O)(C[N+](=O)[O-])CC1, [Pd+2]. Product: CC(C)(C)OC(=O)N1CCC(O)(CN)CC1. RXN SMILES: [CH3:19][CH2:20][OH:21].[OH-:22].[OH-:24].[OH:1][C:2]1([CH2:15][N+:16]([O-:17])=[O:18])[CH2:3][CH2:4][N:5]([C:8](=[O:9])[O:10][C:11]([CH3:12])([CH3:13])[CH3:14])[CH2:6][CH2:7]1.[Pd+2:23]>>[OH:1][C:2]1([CH2:15][NH2:16])[CH2:3][CH2:4][N:5]([C:8](=[O:9])[O:10][C:11]([CH3:12])([CH3:13])[CH3:14])[CH2:6][CH2:7]1. Reactants: Nc1ccc(NC2CCOC2)nc1, O=C(O)c1nc(-c2ccccc2)oc1C(F)(F)F. Product: O=C(Nc1ccc(NC2CCOC2)nc1)c1nc(-c2ccccc2)oc1C(F)(F)F. Reaction SMILES: [O:19]1[CH2:20][CH:21]([NH:24][c:25]2[n:26][cH:27][c:28]([NH2:31])[cH:29][cH:30]2)[CH2:22][CH2:23]1.[c:1]1(-[c:7]2[o:8][c:9]([C:15]([F:16])([F:17])[F:18])[c:10]([C:12](=[O:13])[OH:14])[n:11]2)[cH:2][cH:3][cH:4][cH:5][cH:6]1>>[c:1]1(-[c:7]2[o:8][c:9]([C:15]([F:16])([F:17])[F:18])[c:10]([C:12](=[O:14])[NH:31][c:28]3[cH:27][n:26][c:25]([NH:24][CH:21]4[CH2:20][O:19][CH2:23][CH2:22]4)[cH:30][cH:29]3)[n:11]2)[cH:2][cH:3][cH:4][cH:5][cH:6]1. RXN SMILES: C1(C=CC=C(O)C=1)O.O.[C:10]1([CH3:20])[CH:15]=[CH:14][C:13]([S:16]([OH:19])(=[O:18])=[O:17])=[CH:12][CH:11]=1>>[C:10]1([CH3:20])[CH:11]=[CH:12][C:13]([S:16]([OH:19])(=[O:17])=[O:18])=[CH:14][CH:15]=1 |f:1.2|. The reactants are polymer, C1(O)=CC(O)=CC=C1 (resorcinol), diethylol-p-cresol, O.C1(=CC=C(C=C1)S(=O)(=O)O)C (p-toluenesulphonic acid monohydrate). Reported procedure: An antireflective composition was prepared by dissolving together 0.6682 g of the polymer of Example 1, 0.1177 g of the trimeric condensate of resorcinol and diethylol-p-cresol (plasticizer), 0.0990 g of Powderlink 1174 crosslinker (from Cytec Industries), an acid crosslinking catalyst consisting of 0.009 g of p-toluenesulphonic acid monohydrate (Aldrich), 0.0072 g of FC 430 surfactant (3M Corp.) and 30.96 g of proylene glycol methyl ether alcohol solvent. After dissolution, the solution was fil... The product is C1(=CC=C(C=C1)S(=O)(=O)O)C (p-Toluenesulphonic Acid). Run in proylene glycol methyl ether alcohol.